This data is from the Open Reaction Database (ORD), a public repository of structured organic reaction records. The task is: describe an organic reaction: reactants, conditions, products, and yield The reactants are O=C=Nc1ncc(Br)s1, CCO, O=CCNCCl, O, c1ccccc1. Yields the product O=CCN(CCl)C(=O)Nc1ncc(Br)s1. Reaction SMILES: [Br:1][c:2]1[cH:3][n:4][c:5]([N:7]=[C:8]=[O:9])[s:6]1.[CH2:23]([OH:24])[CH3:25].[Cl:16][CH2:17][NH:18][CH2:19][CH:20]=[O:21].[OH2:22].[cH:10]1[cH:11][cH:12][cH:13][cH:14][cH:15]1>>[Br:1][c:2]1[cH:3][n:4][c:5]([NH:7][C:8](=[O:9])[N:18]([CH2:17][Cl:16])[CH2:19][CH:20]=[O:21])[s:6]1. Reactants: BrB(Br)Br, COc1ccc(S(=O)(=O)N2c3ccc(Br)cc3-c3ccc(Cl)cc3C2C)cc1, C1=CCCCC1, ClCCl. The product is CC1c2cc(Cl)ccc2-c2cc(Br)ccc2N1S(=O)(=O)c1ccc(O)cc1. As a reaction SMILES: [B:35]([Br:36])([Br:37])[Br:38].[Br:1][c:2]1[cH:3][c:4]2[c:13]([cH:14][cH:15]1)[N:12]([S:16](=[O:17])(=[O:18])[c:19]1[cH:20][cH:21][c:22]([O:25][CH3:26])[cH:23][cH:24]1)[CH:11]([CH3:27])[c:10]1[c:5]-2[cH:6][cH:7][c:8]([Cl:28])[cH:9]1.[CH2:29]1[CH2:30][CH:31]=[CH:32][CH2:33][CH2:34]1.[Cl:39][CH2:40][Cl:41]>>[Br:1][c:2]1[cH:3][c:4]2[c:13]([cH:14][cH:15]1)[N:12]([S:16](=[O:17])(=[O:18])[c:19]1[cH:20][cH:21][c:22]([OH:25])[cH:23][cH:24]1)[CH:11]([CH3:27])[c:10]1[c:5]-2[cH:6][cH:7][c:8]([Cl:28])[cH:9]1. Reactants: C1(CCCC1)NC1=NC(=NC(=C1C)C)NCC1=NC=CC=C1 (N4-cyclopentyl-5,6-dimethyl-N2-(pyridin-2-ylmethyl)pyrimidine-2,4-diamine), C1(CCCC2=CC=CC=C12)N (1,2,3,4-tetrahydronaphthalen-1-ylamine). The product is CC=1C(=NC(=NC1C)NCC1=NC=CC=C1)NC1CCCC2=CC=CC=C12 (5,6-dimethyl-N2-(pyridin-2-ylmethyl)-N4-(1,2,3,4-tetrahydronaphthalen-1-yl)pyrimidine-2,4-diamine). As a reaction SMILES: C1(N[C:7]2[C:12]([CH3:13])=[C:11]([CH3:14])[N:10]=[C:9]([NH:15][CH2:16][C:17]3[CH:22]=[CH:21][CH:20]=[CH:19][N:18]=3)[N:8]=2)CCCC1.[CH:23]1([NH2:33])[C:32]2[C:27](=[CH:28][CH:29]=[CH:30][CH:31]=2)[CH2:26][CH2:25][CH2:24]1>>[CH3:13][C:12]1[C:7]([NH:33][CH:23]2[C:32]3[C:27](=[CH:28][CH:29]=[CH:30][CH:31]=3)[CH2:26][CH2:25][CH2:24]2)=[N:8][C:9]([NH:15][CH2:16][C:17]2[CH:22]=[CH:21][CH:20]=[CH:19][N:18]=2)=[N:10][C:11]=1[CH3:14]. Procedure: The titled compound was synthesized according to the procedure described for preparation of N4-cyclopentyl-5,6-dimethyl-N2-(pyridin-2-ylmethyl)pyrimidine-2,4-diamine (Example 29) using 1,2,3,4-tetrahydronaphthalen-1-ylamine instead of cyclopentanamine. The crude material was purified by column chromatography eluting with mixture of chloroform/ethanol/20% water solution of ammonia (200:10:1), and then the final product was washed with diethyl ether to afford the titled compound as a white solid. ... Reactants: ClC1=C(C=C(CN(C(C)=O)C)C=C1)C=O (N-(4-chloro-3-formylbenzyl)-N-methylacetamide), C1(CC1)N (cyclopropylamine), [BH4-].[Na+] (sodium borohydride), 3A. The solvent is C1CCOC1 (THF). Reaction conditions: time 48 hour. Yields the product CCCCCCCCCCN (Amine 10). Reaction SMILES: Cl[C:2]1[CH:13]=[CH:12][C:5]([CH2:6][N:7](C)C(=O)C)=[CH:4][C:3]=1C=O.[CH:16]1(N)[CH2:18][CH2:17]1.[BH4-].[Na+]>C1COCC1>[CH3:17][CH2:16][CH2:18][CH2:12][CH2:13][CH2:2][CH2:3][CH2:4][CH2:5][CH2:6][NH2:7] |f:2.3|. Procedure: To a solution of N-(4-chloro-3-formylbenzyl)-N-methylacetamide from the previous step (1 eq.) in THF (0.08 M) was added cyclopropylamine (2 eq.) and freshly activated 3A molecular sieves. The resulting mixture was stirred at RT for 48 h. The molecular sieves were then filtered off and the filtrate was evaporated in vacuo. The resulting residue was taken up in methanol (0.07 M) and added sodium borohydride (2 eq.). After 2 h of stirring at RT, the reaction was quenched by the addition of 1 N aq. ...